The task is: describe an organic reaction: reactants, conditions, products, and yield. This data is from the Open Reaction Database (ORD), a public repository of structured organic reaction records. The reactants are CC(F)(F)c1ccc(Cn2ncc(N)n2)o1, O=C(O)c1ncoc1-c1ccccc1. The product is CC(F)(F)c1ccc(Cn2ncc(NC(=O)c3ncoc3-c3ccccc3)n2)o1. RXN SMILES: [F:1][C:2]([CH3:3])([F:4])[c:5]1[cH:6][cH:7][c:8]([CH2:10][n:11]2[n:12][cH:13][c:14]([NH2:16])[n:15]2)[o:9]1.[c:17]1(-[c:23]2[c:24]([C:28](=[O:29])[OH:30])[n:25][cH:26][o:27]2)[cH:18][cH:19][cH:20][cH:21][cH:22]1>>[F:1][C:2]([CH3:3])([F:4])[c:5]1[cH:6][cH:7][c:8]([CH2:10][n:11]2[n:12][cH:13][c:14]([NH:16][C:28]([c:24]3[c:23](-[c:17]4[cH:18][cH:19][cH:20][cH:21][cH:22]4)[o:27][cH:26][n:25]3)=[O:29])[n:15]2)[o:9]1. Reactants: NC1CCCC1, COc1ccc(C(=O)O)cc1C=Cc1ccc(Cl)cc1. RXN SMILES: [CH:21]1([NH2:26])[CH2:22][CH2:23][CH2:24][CH2:25]1.[Cl:1][c:2]1[cH:3][cH:4][c:5]([CH:8]=[CH:9][c:10]2[cH:11][c:12]([C:13](=[O:14])[OH:15])[cH:16][cH:17][c:18]2[O:19][CH3:20])[cH:6][cH:7]1>>[Cl:1][c:2]1[cH:3][cH:4][c:5]([CH:8]=[CH:9][c:10]2[cH:11][c:12]([C:13](=[O:15])[NH:26][CH:21]3[CH2:22][CH2:23][CH2:24][CH2:25]3)[cH:16][cH:17][c:18]2[O:19][CH3:20])[cH:6][cH:7]1. The product is COc1ccc(C(=O)NC2CCCC2)cc1C=Cc1ccc(Cl)cc1.